Task: describe an organic reaction: reactants, conditions, products, and yield. Dataset: the Open Reaction Database (ORD), a public repository of structured organic reaction records Reactants: C1(=CC=C(C=C1)S(=O)(=O)Cl)C (p-toluenesulfonyl chloride), C1=CC(=CC(=C1)Cl)C(=O)OO (mCPBA), CC=1N(C2=C(C=NC=3C=CC=CC23)N1)CCC(=O)N (3-(2-methyl-1H-imidazo[4,5-c]quinolin-1-yl)propanamide), [OH-].[NH4+] (Ammonium hydroxide). Solvent: C(Cl)(Cl)Cl (chloroform). Conditions: time 2 hour. Product: NC1=NC=2C=CC=CC2C2=C1N=C(N2CCC(=O)N)C (3-(4-amino-2-methyl-1H-imidazo[4,5-c]quinolin-1-yl)propanamide). As a reaction SMILES: C1C=C(Cl)C=C(C(OO)=O)C=1.[CH3:12][C:13]1[N:14]([CH2:26][CH2:27][C:28]([NH2:30])=[O:29])[C:15]2[C:24]3[CH:23]=[CH:22][CH:21]=[CH:20][C:19]=3[N:18]=[CH:17][C:16]=2[N:25]=1.[OH-].[NH4+:32].C1(C)C=CC(S(Cl)(=O)=O)=CC=1>C(Cl)(Cl)Cl>[NH2:32][C:17]1[C:16]2[N:25]=[C:13]([CH3:12])[N:14]([CH2:26][CH2:27][C:28]([NH2:30])=[O:29])[C:15]=2[C:24]2[CH:23]=[CH:22][CH:21]=[CH:20][C:19]=2[N:18]=1 |f:2.3|. Procedure details: mCPBA (3.48 g, 15.1 mmol) was added to a solution of 3-(2-methyl-1H-imidazo[4,5-c]quinolin-1-yl)propanamide (2.20 g, 8.65 mmol) in chloroform (100 mL). The reaction was stirred for two hours at ambient temperature and cooled to 0° C. Ammonium hydroxide (40 mL) was added followed by p-toluenesulfonyl chloride (3.21 g, 16.9 mmol), which was added over a period of five minutes. The reaction was stirred for two hours at ambient temperature and then concentrated under reduced pressure. The crude prod... The reactants are CCn1cc(-c2ccncc2)c(-c2c(F)ccc(N)c2F)n1, O=S(=O)(Cl)c1cc(F)ccc1F, O=S(=O)(Cl)Cl, c1ccncc1. The product is CCn1cc(-c2ccncc2)c(-c2c(F)ccc(NS(=O)(=O)c3cc(F)ccc3F)c2F)n1. Reaction SMILES: [CH2:1]([CH3:2])[n:3]1[n:4][c:5](-[c:14]2[c:15]([F:22])[c:16]([NH2:21])[cH:17][cH:18][c:19]2[F:20])[c:6](-[c:8]2[cH:9][cH:10][n:11][cH:12][cH:13]2)[cH:7]1.[F:23][c:24]1[c:25]([S:31](=[O:32])(=[O:33])[Cl:34])[cH:26][c:27]([F:30])[cH:28][cH:29]1.[S:35]([Cl:36])([Cl:37])(=[O:38])=[O:39].[cH:40]1[cH:41][cH:42][n:43][cH:44][cH:45]1>>[CH2:1]([CH3:2])[n:3]1[n:4][c:5](-[c:14]2[c:15]([F:22])[c:16]([NH:21][S:31]([c:25]3[c:24]([F:23])[cH:29][cH:28][c:27]([F:30])[cH:26]3)(=[O:32])=[O:33])[cH:17][cH:18][c:19]2[F:20])[c:6](-[c:8]2[cH:9][cH:10][n:11][cH:12][cH:13]2)[cH:7]1. Reactants: Intermediate 215, FC(C(=O)O)(F)F.C(CCC)OC=1NC(=C2N=C(N=C2N1)OC)N (2-(butyloxy)-8-(methyloxy)-1H-purin-6-amine trifluoroacetate), BrCC[C@H]1COCC1 ((3S)-3-(2-bromoethyl)tetrahydrofuran). Yields the product C(CCC)OC1=NC(=C2N=C(N(C2=N1)CC[C@H]1COCC1)OC)N (2-(Butyloxy)-8-(methyloxy)-9-[2-[(3R)-tetrahydro-3-furanyl]ethyl]-9H-purin-6-amine). As a reaction SMILES: FC(F)(F)C(O)=O.[CH2:8]([O:12][C:13]1[NH:14][C:15]([NH2:24])=[C:16]2[C:20]([N:21]=1)=[N:19][C:18]([O:22][CH3:23])=[N:17]2)[CH2:9][CH2:10][CH3:11].Br[CH2:26][CH2:27][C@@H:28]1[CH2:32][CH2:31][O:30][CH2:29]1>>[CH2:8]([O:12][C:13]1[N:21]=[C:20]2[C:16]([N:17]=[C:18]([O:22][CH3:23])[N:19]2[CH2:26][CH2:27][C@@H:28]2[CH2:32][CH2:31][O:30][CH2:29]2)=[C:15]([NH2:24])[N:14]=1)[CH2:9][CH2:10][CH3:11] |f:0.1|. Reported procedure: Prepared similarly to Intermediate 215 from 2-(butyloxy)-8-(methyloxy)-1H-purin-6-amine trifluoroacetate and (3S)-3-(2-bromoethyl)tetrahydrofuran. Starting materials: N1(CCCC1)CCN1N=C2C=CC=C(C2=C1)N (2-(2-pyrrolidin-1-yl-ethyl)-2H-indazol-4-ylamine), C(C1=CC=CC=C1)OC1=CC=C(C=C1)CC(=O)O ((4-benzyloxy-phenyl)-acetic acid), Cl.C(C)N=C=NC(CC)(C)C (ethyldimethylpropylcarbodiimide hydrochloride), ON1N=NC2=C1C=CC=C2 (N-hydroxybenzotriazole), CN1CCOCC1 (N-methyl morpholine). Solvent: CN(C=O)C (N,N-dimethylformamide). Reaction conditions: time 6 hour. Product: C(C1=CC=CC=C1)OC1=CC=C(C=C1)CC(=O)NCC=1C2=CN(N=C2C=CC1)CCN1CCCC1 (2-[4-(benzyloxy)phenyl]-N-{[2-(2-pyrrolidin-1-ylethyl)-2H-indazol-4-yl]methyl}acetamide). Reaction SMILES: [N:1]1([CH2:6][CH2:7][N:8]2[CH:16]=[C:15]3[C:10]([CH:11]=[CH:12][CH:13]=[C:14]3N)=[N:9]2)[CH2:5][CH2:4][CH2:3][CH2:2]1.[CH2:18]([O:25][C:26]1[CH:31]=[CH:30][C:29]([CH2:32][C:33]([OH:35])=O)=[CH:28][CH:27]=1)[C:19]1[CH:24]=[CH:23][CH:22]=[CH:21][CH:20]=1.Cl.[CH2:37]([N:39]=C=NC(C)(C)CC)C.ON1C2C=CC=CC=2N=N1.CN1CCOCC1>CN(C)C=O>[CH2:18]([O:25][C:26]1[CH:31]=[CH:30][C:29]([CH2:32][C:33]([NH:39][CH2:37][C:14]2[C:15]3[C:10]([CH:11]=[CH:12][CH:13]=2)=[N:9][N:8]([CH2:7][CH2:6][N:1]2[CH2:5][CH2:4][CH2:3][CH2:2]2)[CH:16]=3)=[O:35])=[CH:28][CH:27]=1)[C:19]1[CH:24]=[CH:23][CH:22]=[CH:21][CH:20]=1 |f:2.3|. Procedure: A 10 mL culture tube with screw cap was charged with 2-(2-pyrrolidin-1-yl-ethyl)-2H-indazol-4-ylamine (56.0 mg, 0.243 mmol), (4-benzyloxy-phenyl)-acetic acid (60.0 mg, 0.248 mmol), ethyldimethylpropylcarbodiimide hydrochloride (57.0 mg, 0.298 mmol), N-hydroxybenzotriazole (40.0 mg, 0.296 mmol), N-methyl morpholine (64.0 mg, 0.633 mmol), 2 mL of N,N-dimethylformamide and the reaction vessel placed on a shaker for 6 hours. After this time, the N,N-dimethylformamide was removed in vacuo and the res... Reactants: [BH4-], CO, Cc1cc(C(=O)c2nc(-c3ccccc3)c(-c3nc4c(N)ncnc4s3)n2C)no1, [Na+], O. Yields the product Cc1cc(C(O)c2nc(-c3ccccc3)c(-c3nc4c(N)ncnc4s3)n2C)no1. As a reaction SMILES: [BH4-:31].[CH3:34][OH:35].[NH2:1][c:2]1[c:3]2[c:4]([n:5][cH:6][n:7]1)[s:8][c:9](-[c:11]1[c:12](-[c:25]3[cH:26][cH:27][cH:28][cH:29][cH:30]3)[n:13][c:14]([C:17](=[O:18])[c:19]3[n:20][o:21][c:22]([CH3:24])[cH:23]3)[n:15]1[CH3:16])[n:10]2.[Na+:32].[OH2:33]>>[NH2:1][c:2]1[c:3]2[c:4]([n:5][cH:6][n:7]1)[s:8][c:9](-[c:11]1[c:12](-[c:25]3[cH:26][cH:27][cH:28][cH:29][cH:30]3)[n:13][c:14]([CH:17]([OH:18])[c:19]3[n:20][o:21][c:22]([CH3:24])[cH:23]3)[n:15]1[CH3:16])[n:10]2.